From a dataset of the Open Reaction Database (ORD), a public repository of structured organic reaction records. describe an organic reaction: reactants, conditions, products, and yield Reactants: O.C1(=CC=CC=C1)C(=O)C=O (phenyl glyoxal monohydrate), OCCOC1=CC=C(C=C1)CCC(C)(C)N (3-[4-(2-hydroxyethoxy)phenyl]-1,1-dimethylpropylamine), O (water). Run in C1=CC=CC=C1 (benzene). Conditions: time 15 minute. Product: OCCOC1=CC=C(C=C1)CCC(C)(C)NCC(C1=CC=CC=C1)O (N-[3-[4-(2-Hydroxyethoxy)phenyl]-1,1-dimethylpropyl]-2-hydroxy-2-phenylethanamine). Isolated yield 78.0%. RXN SMILES: O.[C:2]1([C:8]([CH:10]=O)=[O:9])[CH:7]=[CH:6][CH:5]=[CH:4][CH:3]=1.[OH:12][CH2:13][CH2:14][O:15][C:16]1[CH:21]=[CH:20][C:19]([CH2:22][CH2:23][C:24]([NH2:27])([CH3:26])[CH3:25])=[CH:18][CH:17]=1.O>C1C=CC=CC=1>[OH:12][CH2:13][CH2:14][O:15][C:16]1[CH:21]=[CH:20][C:19]([CH2:22][CH2:23][C:24]([NH:27][CH2:10][CH:8]([OH:9])[C:2]2[CH:3]=[CH:4][CH:5]=[CH:6][CH:7]=2)([CH3:25])[CH3:26])=[CH:18][CH:17]=1 |f:0.1|. Procedure details: A solution of phenyl glyoxal monohydrate (3.6 g) and 3-[4-(2-hydroxyethoxy)phenyl]-1,1-dimethylpropylamine (5 g) in benzene (100 ml) was heated under reflux with removal of water by a Dean and Stark trap. When water removal was complete, the benzene was evaporated under reduced pressure, the residue dissolved in methanol and sodium borohydride (2 g) added. The solution was stirred at ice-water temperature for 15 minutes, the methanol evaporated and the residue portioned between ethyl acetate and... Starting materials: BrC=1C(=C(C(=C(C(=O)O)C1)O)C)C#N (5-bromo-4-cyano-2-hydroxy-3-methylbenzoic acid), C(C(=O)Cl)(=O)Cl (oxalyl chloride), CN(C)C=O (DMF). The solvent is ClCCl (dichloromethane). Run at time 3 hour. The product is BrC=1C(=C(C(=C(C(=O)OC)C1)O)C)C#N (methyl 5-bromo-4-cyano-2-hydroxy-3-methylbenzoate). Yield: 53.8%. Reaction SMILES: [Br:1][C:2]1[C:3]([C:13]#[N:14])=[C:4]([CH3:12])[C:5]([OH:11])=[C:6]([CH:10]=1)[C:7]([OH:9])=[O:8].[C:15](Cl)(=O)C(Cl)=O.CN(C=O)C>ClCCl>[Br:1][C:2]1[C:3]([C:13]#[N:14])=[C:4]([CH3:12])[C:5]([OH:11])=[C:6]([CH:10]=1)[C:7]([O:9][CH3:15])=[O:8]. Procedure details: To a solution of 5-bromo-4-cyano-2-hydroxy-3-methylbenzoic acid (7.40 g) in dichloromethane (70.0 mL) were added oxalyl chloride (3.91 g) and DMF (0.20 mL) under ice-cooling, and the mixture was stirred for 3 hr. The reaction mixture was concentrated under reduced pressure, and the residue was diluted with THF. To this mixture was added dropwise a solution of triethylamine (5.66 g) in methanol (50.0 mL) under ice-cooling, and the mixture was stirred for 20 min. The reaction mixture was poured in... Reactants: C(C)OC([C@@H](CCCCCCCC=1C=CC2=C(NCCCC2)N1)C=1C=NC(=NC1)C)=O ((S)-(2-Methyl-pyrimidin-5-yl)-9-(6,7,8,9-tetrahydro-5H-pyrido[2,3-b]azepin-2-yl)-nonanoic acid ethyl ester), [OH-].[Na+] (NaOH), C(C)O (ethanol). Reaction conditions: temperature 50 celsius, time 30 minute. The product is CC1=NC=C(C=N1)[C@H](CC(=O)O)CCCCCCC=1C=CC2=C(NCCCC2)N1 (3(S)-(2-Methyl-pyrimidin-5-yl)-9-(6,7,8,9-tetrahydro-5H-pyrido[2,3-b]azepin-2-yl)-nonanoic acid). Reaction SMILES: C(O[C:4](=O)[C@H:5]([C:24]1C=NC(C)=NC=1)[CH2:6][CH2:7][CH2:8][CH2:9][CH2:10][CH2:11][CH2:12][C:13]1[CH:14]=[CH:15][C:16]2[CH2:22][CH2:21][CH2:20][CH2:19][NH:18][C:17]=2[N:23]=1)C.[OH-:32].[Na+].[CH2:34]([OH:36])[CH3:35]>>[CH3:16][C:17]1[N:23]=[CH:4][C:5]([C@@H:6]([CH2:7][CH2:8][CH2:9][CH2:10][CH2:11][CH2:12][C:13]2[CH:14]=[CH:15][C:16]3[CH2:22][CH2:21][CH2:20][CH2:19][NH:18][C:17]=3[N:23]=2)[CH2:35][C:34]([OH:32])=[O:36])=[CH:24][N:18]=1 |f:1.2|. Procedure details: To a solution of 8-14 (0.50 g, 1.36 mmol) in ethanol (10 mL) was added 1N NaOH (1.5 mL), and the mixture stirred at 50° C. for 30 minutes, then concentrated. The residue was chromatographed on silica gel (25:10:1:1 to 15:10:1:1 EtOAc/EtOH/NH4OH/H2O) to give 8-15 as a yellow solid. The reactants are FC1=C(C2=C(CCCO2)C=C1)NC(OC(C)(C)C)=O (1,1-dimethylethyl N-(3,4-dihydro-7-fluoro-2H-1-benzopyran-8-yl)carbamate), amine, FC(C(=O)O)(F)F (trifluoroacetic acid). Product: NC1=C(C=CC=2CCCOC21)F (8-amino-3,4-dihydro-7-fluoro-2H-1-benzopyran). As a reaction SMILES: [F:1][C:2]1[CH:11]=[CH:10][C:5]2[CH2:6][CH2:7][CH2:8][O:9][C:4]=2[C:3]=1[NH:12]C(=O)OC(C)(C)C.FC(F)(F)C(O)=O>>[NH2:12][C:3]1[C:4]2[O:9][CH2:8][CH2:7][CH2:6][C:5]=2[CH:10]=[CH:11][C:2]=1[F:1]. Procedure: Schema 5 illustrates the synthesis of an amino substituted 3,4-dihydro-2H-1-benzopyran, for example, 8-amino-5-chloro-3,4-dihydro-7-fluoro-2H-1-benzopyran, starting with the reaction of an appropriately halo-substituted phenol with 3-bromopropanol under basic conditions in acetone, yielding the corresponding substituted phenoxypropanol (XI). The propanol is oxidized with Jones reagent in water and acetone, giving an acid, for example, 3-(3-fluorophenoxy)propanecarboxylic acid (XII). The acid is ... The reactants are CC(C)N=C=O, CN(C)C=O, C1CN2CCN1CC2, Nc1ccnc(Cl)c1. Reaction SMILES: [CH3:17][CH:18]([CH3:19])[N:20]=[C:21]=[O:22].[CH3:23][N:24]([CH3:25])[CH:26]=[O:27].[N:9]12[CH2:10][CH2:11][N:12]([CH2:13][CH2:14]1)[CH2:15][CH2:16]2.[NH2:1][c:2]1[cH:3][c:4]([Cl:8])[n:5][cH:6][cH:7]1>>[NH:1]([c:2]1[cH:3][c:4]([Cl:8])[n:5][cH:6][cH:7]1)[C:21]([NH:20][CH:18]([CH3:17])[CH3:19])=[O:22]. Product: CC(C)NC(=O)Nc1ccnc(Cl)c1. Starting materials: N1N=CC(=C1)C1=CC2=C(C=3N=C(SC3CCO2)C(=O)O)C=C1 (8-(1H-Pyrazol-4-yl)-4,5-dihydro-6-oxa-3-thia-1-aza-benzo[e]azulene-2-carboxylic acid), COC1CCNCC1 (4-methoxypiperidine). Yields the product COC1CCN(CC1)C(=O)C=1SC=2CCOC3=C(C2N1)C=CC(=C3)C=3C=NNC3 ((4-Methoxy-piperidin-1-yl)-[8-(1H-pyrazol-4-yl)-4,5-dihydro-6-oxa-3-thia-1-aza-benzo[e]azulen-2-yl]-methanone). RXN SMILES: [NH:1]1[CH:5]=[C:4]([C:6]2[CH:22]=[CH:21][C:9]3[C:10]4[N:11]=[C:12]([C:18](O)=[O:19])[S:13][C:14]=4[CH2:15][CH2:16][O:17][C:8]=3[CH:7]=2)[CH:3]=[N:2]1.[CH3:23][O:24][CH:25]1[CH2:30][CH2:29][NH:28][CH2:27][CH2:26]1>>[CH3:23][O:24][CH:25]1[CH2:30][CH2:29][N:28]([C:18]([C:12]2[S:13][C:14]3[CH2:15][CH2:16][O:17][C:8]4[CH:7]=[C:6]([C:4]5[CH:3]=[N:2][NH:1][CH:5]=5)[CH:22]=[CH:21][C:9]=4[C:10]=3[N:11]=2)=[O:19])[CH2:27][CH2:26]1. Reported procedure: Following the procedure for 103, 8-(1H-Pyrazol-4-yl)-4,5-dihydro-6-oxa-3-thia-1-aza-benzo[e]azulene-2-carboxylic acid (50.0 mg, 0.2 mmol) was reacted with 4-methoxypiperidine (1.2 equiv) to give 215 (19.6 mg, M+1 411.1) The reactants are Cl.C1(CC1)COC1=C(C=C(C=C1)C)C=1C2=C(N=CN1)C(=C(N2)C)C(=O)NC2CCNCC2 (4-[2-(cyclopropylmethoxy)-5-methylphenyl]-6-methyl-N-(piperidin-4-yl)-5H-pyrrolo[3,2-d]pyrimidine-7-carboxamide hydrochloride), COCC(=O)Cl (methoxy-acetyl chloride). Product: C1(CC1)COC1=C(C=C(C=C1)C)C=1C2=C(N=CN1)C(=C(N2)C)C(=O)NC2CCN(CC2)C(COC)=O (4-[2-(cyclopropylmethoxy)-5-methylphenyl]-N-[1-(methoxyacetyl)piperidin-4-yl]-6-methyl-5H-pyrrolo[3,2-d]pyrimidine-7-carboxamide). Reaction SMILES: Cl.[CH:2]1([CH2:5][O:6][C:7]2[CH:12]=[CH:11][C:10]([CH3:13])=[CH:9][C:8]=2[C:14]2[C:15]3[NH:22][C:21]([CH3:23])=[C:20]([C:24]([NH:26][CH:27]4[CH2:32][CH2:31][NH:30][CH2:29][CH2:28]4)=[O:25])[C:16]=3[N:17]=[CH:18][N:19]=2)[CH2:4][CH2:3]1.[CH3:33][O:34][CH2:35][C:36](Cl)=[O:37]>>[CH:2]1([CH2:5][O:6][C:7]2[CH:12]=[CH:11][C:10]([CH3:13])=[CH:9][C:8]=2[C:14]2[C:15]3[NH:22][C:21]([CH3:23])=[C:20]([C:24]([NH:26][CH:27]4[CH2:28][CH2:29][N:30]([C:36](=[O:37])[CH2:35][O:34][CH3:33])[CH2:31][CH2:32]4)=[O:25])[C:16]=3[N:17]=[CH:18][N:19]=2)[CH2:4][CH2:3]1 |f:0.1|. Procedure: Starting from 4-[2-(cyclopropylmethoxy)-5-methylphenyl]-6-methyl-N-(piperidin-4-yl)-5H-pyrrolo[3,2-d]pyrimidine-7-carboxamide hydrochloride (example D.f28) and commercially available methoxy-acetyl chloride the title compound is obtained as colorless solid. Reactants: CC1CC(NN=C1C1=CC(=C(C=C1)N(C)C(C1=CC=C(C=C1)OC)=O)[N+](=O)[O-])=O (5-methyl-6-{3-nitro-4-[N-methyl-(4-methoxy-benzoyl)-amino]-phenyl}-4,5-dihydro-2H-pyridazine-3-one), [H][H] (hydrogen). The reagents and catalysts are [Pd] (palladium charcoal). Run in C(C)O (ethanol). The product is CN1C(=NC2=C1C=CC(=C2)C=2C(CC(NN2)=O)C)C2=CC=C(C=C2)OC (1-Methyl-2-(4-methoxy-phenyl)-5-(5-methyl-3-oxo-4,5-dihydro-2H-6-pyridazinyl)-benzimidazole). As a reaction SMILES: [CH3:1][CH:2]1[C:7]([C:8]2[CH:13]=[CH:12][C:11]([N:14]([C:16](=O)[C:17]3[CH:22]=[CH:21][C:20]([O:23][CH3:24])=[CH:19][CH:18]=3)[CH3:15])=[C:10]([N+:26]([O-])=O)[CH:9]=2)=[N:6][NH:5][C:4](=[O:29])[CH2:3]1.[H][H]>C(O)C.[Pd]>[CH3:15][N:14]1[C:11]2[CH:12]=[CH:13][C:8]([C:7]3[CH:2]([CH3:1])[CH2:3][C:4](=[O:29])[NH:5][N:6]=3)=[CH:9][C:10]=2[N:26]=[C:16]1[C:17]1[CH:18]=[CH:19][C:20]([O:23][CH3:24])=[CH:21][CH:22]=1. Reported procedure: A mixture of 6.4 gm of 5-methyl-6-{3-nitro-4-[N-methyl-(4-methoxy-benzoyl)-amino]-phenyl}-4,5-dihydro-2H-pyridazine-3-one and 0.6 gm of 10% palladium charcoal in 100 ml of ethanol was treated for 2.5 hours at room temperature with hydrogen at 5 bar. The catalyst was suction filtered off, and the filtrate was evaporated in vacuo. The residue was purified by chromatography on silicagel (eluting agent: methylene chloride/ethanol 19:1 to 9:1). The corresponding fractions were evaporated and the prod...